Dataset: the Open Reaction Database (ORD), a public repository of structured organic reaction records. Task: describe an organic reaction: reactants, conditions, products, and yield Starting materials: C1(=CC=CC=C1)S(=O)(=O)O.C(CC[C@@H](C(=O)O)NC(=O)C1=CC=C(NC[C@H]2CNC=3N=C(N)NC(=O)C3N2)C=C1)(=O)O ((6S)-tetrahydrofolic acid benzenesulfonate), S(O)(O)(=O)=O (sulfuric acid), [OH-].[Na+] (sodium hydroxide), C=O (formaldehyde). Solvent: O (water). The product is C1N2C=3C(NC(=NC3NC[C@@H]2CN1C1=CC=C(C(N[C@@H](CCC(=O)O)C(=O)O)=O)C=C1)N)=O (5,10-methylene-(6R)-tetrahydrofolic acid). RXN SMILES: [C:1]1(S(O)(=O)=O)C=CC=CC=1.[C:11]([OH:42])(=[O:41])[CH2:12][CH2:13][C@H:14]([NH:18][C:19]([C:21]1[CH:40]=[CH:39][C:24]([NH:25][CH2:26][C@@H:27]2[NH:38][C:37]3[C:35](=[O:36])[NH:34][C:32]([NH2:33])=[N:31][C:30]=3[NH:29][CH2:28]2)=[CH:23][CH:22]=1)=[O:20])[C:15]([OH:17])=[O:16].[OH-].[Na+].C=O.S(=O)(=O)(O)O>O>[CH2:1]1[N:25]([C:24]2[CH:23]=[CH:22][C:21]([C:19](=[O:20])[NH:18][C@H:14]([C:15]([OH:17])=[O:16])[CH2:13][CH2:12][C:11]([OH:42])=[O:41])=[CH:40][CH:39]=2)[CH2:26][C@@H:27]2[N:38]1[C:37]1[C:35](=[O:36])[NH:34][C:32]([NH2:33])=[N:31][C:30]=1[NH:29][CH2:28]2 |f:0.1,2.3|. Reported procedure: 100 g of pure (6S)-tetrahydrofolic acid benzenesulfonate prepared, for example, by the method described in Swiss Patent Application No. 108, filed January 16, 1991, are suspended in water. The pH is brought to 7.5 by addition of I N sodium hydroxide solution. 15 ml of 37% strength aqueous formaldehyde solution are then added, and the mixture is adjusted to pH 2.5 with 2 N sulfuric acid. The 5,10-methylene-(6R)-tetrahydrofolic acid formed precipitates and is filtered off. Starting materials: C(C)OC=1C=C(C=CC1OC)C(O)C1=CC(=C(C=C1)OC)[N+](=O)[O-] ((3-ethoxy-4-methoxy-phenyl)-(4-methoxy-3-nitro-phenyl)-methanol). Reagents/catalysts: O=[Mn]=O (MnO2), O=[Mn]=O (MnO2). Solvent: C(Cl)Cl (CH2Cl2). Reaction conditions: time 2 day. Product: C(C)OC=1C=C(C=CC1OC)C(=O)C1=CC(=C(C=C1)OC)[N+](=O)[O-] ((3-ethoxy-4-methoxy-phenyl)-(4-methoxy-3-nitro-phenyl)-methanone). Isolated yield 73.0%. As a reaction SMILES: [CH2:1]([O:3][C:4]1[CH:5]=[C:6]([CH:12]([C:14]2[CH:19]=[CH:18][C:17]([O:20][CH3:21])=[C:16]([N+:22]([O-:24])=[O:23])[CH:15]=2)[OH:13])[CH:7]=[CH:8][C:9]=1[O:10][CH3:11])[CH3:2]>C(Cl)Cl.O=[Mn]=O>[CH2:1]([O:3][C:4]1[CH:5]=[C:6]([C:12]([C:14]2[CH:19]=[CH:18][C:17]([O:20][CH3:21])=[C:16]([N+:22]([O-:24])=[O:23])[CH:15]=2)=[O:13])[CH:7]=[CH:8][C:9]=1[O:10][CH3:11])[CH3:2]. Reported procedure: MnO2 (18 g, 210 mmol, 5 equivalent) was added to a stirred solution of the crude (3-ethoxy-4-methoxy-phenyl)-(4-methoxy-3-nitro-phenyl)-methanol in CH2Cl2 (100 mL). The reaction mixture was stirred at room temperature for 2 days and MnO2 [6 equivalent (3×2 eq.)] was added during this period of time. The reaction mixture was then filtered through celite and washed with CH2Cl2 (3×60 mL). Removal of solvent from the filtrate and chromatography (Silica Gel) gave (3-ethoxy-4-methoxy-phenyl)-(4-methox... The product is O=S(=O)(c1ccccc1)N1CCC(C(NCCc2ccccc2)c2ccc(F)cc2)CC1. Starting materials: [Al+3], C1CCOC1, CO, O=S(=O)(c1ccccc1)N1CCC(C(=NCCc2ccccc2)c2ccc(F)cc2)CC1, [H-], [H-], [H-], [H-], [Li+], [Na+], [OH-], O. RXN SMILES: [Al+3:34].[CH2:42]1[O:43][CH2:44][CH2:45][CH2:46]1.[CH3:47][OH:48].[F:1][c:2]1[cH:3][cH:4][c:5]([C:8](=[N:9][CH2:10][CH2:11][c:12]2[cH:13][cH:14][cH:15][cH:16][cH:17]2)[CH:18]2[CH2:19][CH2:20][N:21]([S:24](=[O:25])(=[O:26])[c:27]3[cH:28][cH:29][cH:30][cH:31][cH:32]3)[CH2:22][CH2:23]2)[cH:6][cH:7]1.[H-:33].[H-:36].[H-:37].[H-:38].[Li+:35].[Na+:40].[OH-:39].[OH2:41]>>[F:1][c:2]1[cH:3][cH:4][c:5]([CH:8]([NH:9][CH2:10][CH2:11][c:12]2[cH:13][cH:14][cH:15][cH:16][cH:17]2)[CH:18]2[CH2:19][CH2:20][N:21]([S:24](=[O:25])(=[O:26])[c:27]3[cH:28][cH:29][cH:30][cH:31][cH:32]3)[CH2:22][CH2:23]2)[cH:6][cH:7]1. The product is CN1N=C(C(=C1)N1C(N(C=2C=NC=3C=CC(=CC3C21)C=2C=NC(=CC2)N2C[C@@H](CC2)O)C)=O)C (1-(1,3-Dimethyl-1H-pyrazol-4-yl)-8-[6-((R)-3-hydroxy-pyrrolidin-1-yl)-pyridin-3-yl]-3-methyl-1,3-dihydro-imidazo[4,5-c]quinolin-2-one). Procedure: The title compound was synthesized in a similar manner as described for Example 1.1 using 8-bromo-1-(1,3-dimethyl-1H-pyrazol-4-yl)-3-methyl-1,3-dihydro-imidazo[4,5-c]quinolin-2-one (Intermediate A) and (R)-1-[5-(4,4,5,5-tetramethyl-[1,3,2]dioxaborolan-2-yl)-pyridin-2-yl]-pyrrolidin-3-ol (stage 212.1.1) to give the title compound as a white solid. (HPLC: tR 2.03 min (Method A); M+H=456 MS-ES; 1H-NMR (d6-DMSO, 400 MHz) 8.90 (s, 1H), 8.25-8.22 (m, 1H), 8.12 (s, 1H), 8.05-8.01 (m, 1H), 7.87-7.83 (m,... Reaction SMILES: Br[C:2]1[CH:11]=[CH:10][C:9]2[N:8]=[CH:7][C:6]3[N:12]([CH3:23])[C:13](=[O:22])[N:14]([C:15]4[C:16]([CH3:21])=[N:17][N:18]([CH3:20])[CH:19]=4)[C:5]=3[C:4]=2[CH:3]=1.CC1(C)C(C)(C)OB([C:32]2[CH:33]=[CH:34][C:35]([N:38]3[CH2:42][CH2:41][C@@H:40]([OH:43])[CH2:39]3)=[N:36][CH:37]=2)O1>>[CH3:20][N:18]1[CH:19]=[C:15]([N:14]2[C:5]3[C:4]4[CH:3]=[C:2]([C:32]5[CH:37]=[N:36][C:35]([N:38]6[CH2:42][CH2:41][C@@H:40]([OH:43])[CH2:39]6)=[CH:34][CH:33]=5)[CH:11]=[CH:10][C:9]=4[N:8]=[CH:7][C:6]=3[N:12]([CH3:23])[C:13]2=[O:22])[C:16]([CH3:21])=[N:17]1. Starting materials: BrC1=CC=2C3=C(C=NC2C=C1)N(C(N3C=3C(=NN(C3)C)C)=O)C (8-bromo-1-(1,3-dimethyl-1H-pyrazol-4-yl)-3-methyl-1,3-dihydro-imidazo[4,5-c]quinolin-2-one), BrC1=CC=2C3=C(C=NC2C=C1)N(C(N3C=3C(=NN(C3)C)C)=O)C (8-bromo-1-(1,3-dimethyl-1H-pyrazol-4-yl)-3-methyl-1,3-dihydro-imidazo[4,5-c]quinolin-2-one), CC1(OB(OC1(C)C)C=1C=CC(=NC1)N1C[C@@H](CC1)O)C ((R)-1-[5-(4,4,5,5-tetramethyl-[1,3,2]dioxaborolan-2-yl)-pyridin-2-yl]-pyrrolidin-3-ol). The reactants are CCCCC (pentane), ClCC(=C)C1=CC=CC=C1 (1-chloro-2-phenyl-2-propene), O (water), C1(=CC=CC=C1)S(=O)[O-].[Na+] (Sodium benzenesulphinate). Run in CN(C=O)C (dimethylformamide). Conditions: temperature 70 celsius. Yields the product C1(=CC=CC=C1)C(CS(=O)(=O)C1=CC=CC=C1)=C (2-Phenyl-1-phenylsulphonyl-2-propene). Isolated yield 76.0%. As a reaction SMILES: Cl[CH2:2][C:3]([C:5]1[CH:10]=[CH:9][CH:8]=[CH:7][CH:6]=1)=[CH2:4].[C:11]1([S:17]([O-:19])=[O:18])[CH:16]=[CH:15][CH:14]=[CH:13][CH:12]=1.[Na+].O.CCCCC>CN(C)C=O>[C:5]1([C:3](=[CH2:4])[CH2:2][S:17]([C:11]2[CH:16]=[CH:15][CH:14]=[CH:13][CH:12]=2)(=[O:19])=[O:18])[CH:10]=[CH:9][CH:8]=[CH:7][CH:6]=1 |f:1.2|. Procedure: This mixture (17 g, 0.05 moles as 1-chloro-2-phenyl-2-propene) is dissolved in dimethylformamide (100 cc). Sodium benzenesulphinate (8.2 g, 0.05 moles) is added and the mixture is heated to 70° C. for 2 h. The reaction mixture is poured into ice and water (350 g). It is stirred vigorously with pentane (150 cc) to extract the unreacted 1-chloro-2-phenyl-1-propene and 1-chloro-2-phenyl-2-propanol for 15 to 30 min until crystallization is complete. The crystals formed are filtered off, are washed w... The reactants are Cc1cc(-c2cc3c(=O)n(NS(C)(=O)=O)c(=O)[nH]c3cc2C(F)(F)F)n(CCOC[Si](C)(C)C)n1, CCO, Cl, C1COCCO1. Yields the product Cc1cc(-c2cc3c(=O)n(NS(C)(=O)=O)c(=O)[nH]c3cc2C(F)(F)F)[nH]n1. As a reaction SMILES: [CH3:1][c:2]1[cH:3][c:4](-[c:15]2[cH:16][c:17]3[c:18](=[O:35])[n:19]([NH:30][S:31](=[O:32])(=[O:33])[CH3:34])[c:20](=[O:29])[nH:21][c:22]3[cH:23][c:24]2[C:25]([F:26])([F:27])[F:28])[n:5]([CH2:7][CH2:8][O:9][CH2:10][Si:11]([CH3:12])([CH3:13])[CH3:14])[n:6]1.[CH3:37][CH2:38][OH:39].[ClH:36].[O:40]1[CH2:41][CH2:42][O:43][CH2:44][CH2:45]1>>[CH3:1][c:2]1[cH:3][c:4](-[c:15]2[cH:16][c:17]3[c:18](=[O:35])[n:19]([NH:30][S:31](=[O:32])(=[O:33])[CH3:34])[c:20](=[O:29])[nH:21][c:22]3[cH:23][c:24]2[C:25]([F:26])([F:27])[F:28])[nH:5][n:6]1. Starting materials: ClCC=O (chloroacetaldehyde), C(CC(=O)OC)(=O)OC (dimethyl malonate), C(=S)=S (carbon disulfide), [OH-].[K+] (potassium hydroxide). The solvent is C(C)(=O)O (acetic acid), CS(=O)C (dimethylsulfoxide). Run at time 20 minute. Yields the product OS1C(SC=C1)=C(C(=O)OC)C(=O)OC (dimethyl 3-hydroxy-1,3-dithiol-2-ylidenemalonate). Reaction SMILES: [C:1]([O:8][CH3:9])(=[O:7])[CH2:2][C:3]([O:5][CH3:6])=[O:4].[C:10](=[S:12])=[S:11].[OH-:13].[K+].Cl[CH2:16][CH:17]=O>CS(C)=O.C(O)(=O)C>[OH:13][SH:11]1[CH:17]=[CH:16][S:12][C:10]1=[C:2]([C:1]([O:8][CH3:9])=[O:7])[C:3]([O:5][CH3:6])=[O:4] |f:2.3|. Reported procedure: After 5.28 g (0.04 mol) of dimethyl malonate and 3.66 g (0.048 mol) of carbon disulfide were dissolved in 25 ml of dimethylsulfoxide, 10.9 g of 45% potassium hydroxide aqueous solution was dropwise added to the solution under ice cooling. The mixture was stirred at room temperature for 20 minutes. The resulting reaction solution was dropwise added to a mixture of 19.6 g of 40% chloroacetaldehyde and 2.88 g of glacial acetic acid below 5° C. The mixture was stirred at the same temperature for 30 ...